Task: describe an organic reaction: reactants, conditions, products, and yield. Dataset: the Open Reaction Database (ORD), a public repository of structured organic reaction records Starting materials: COCOc1c2c(cc3ccccc13)N(C(=O)OC(C)(C)C)CC2CO, ClC(Cl)(Cl)Cl, ClCCl, c1ccc(P(c2ccccc2)c2ccccc2)cc1. Product: COCOc1c2c(cc3ccccc13)N(C(=O)OC(C)(C)C)CC2CCl. As a reaction SMILES: [C:1]([CH3:2])([CH3:3])([CH3:4])[O:5][C:6](=[O:7])[N:8]1[CH2:9][CH:10]([CH2:25][OH:26])[c:11]2[c:12]([O:21][CH2:22][O:23][CH3:24])[c:13]3[c:14]([cH:15][c:16]21)[cH:17][cH:18][cH:19][cH:20]3.[Cl:27][C:28]([Cl:29])([Cl:30])[Cl:31].[Cl:51][CH2:52][Cl:53].[c:32]1([P:33]([c:34]2[cH:35][cH:36][cH:37][cH:38][cH:39]2)[c:40]2[cH:41][cH:42][cH:43][cH:44][cH:45]2)[cH:46][cH:47][cH:48][cH:49][cH:50]1>>[C:1]([CH3:2])([CH3:3])([CH3:4])[O:5][C:6](=[O:7])[N:8]1[CH2:9][CH:10]([CH2:25][Cl:27])[c:11]2[c:12]([O:21][CH2:22][O:23][CH3:24])[c:13]3[c:14]([cH:15][c:16]21)[cH:17][cH:18][cH:19][cH:20]3. Reactants: BrC(C1=C(C=C(C(=O)NC[Si](C)(C)C)C=C1)C(F)(F)F)Br (4-(dibromomethyl)-3-(trifluoromethyl)-N-[(trimethylsilyl)methyl]benzamide), CCO (EtOH). The reagents and catalysts are [N+](=O)([O-])[O-].[Ag+] (AgNO3). Run in O (H2O), C(C)(C)(C)OC (t-BuOMe). Product: C(=O)C1=C(C=C(C(=O)NC[Si](C)(C)C)C=C1)C(F)(F)F (4-formyl-3-(trifluoromethyl)-N-[(trimethylsilyl)methyl]benzamide). Isolated yield 100.0%. As a reaction SMILES: Br[CH:2](Br)[C:3]1[CH:16]=[CH:15][C:6]([C:7]([NH:9][CH2:10][Si:11]([CH3:14])([CH3:13])[CH3:12])=[O:8])=[CH:5][C:4]=1[C:17]([F:20])([F:19])[F:18].CC[OH:24]>O.C(OC)(C)(C)C.[N+]([O-])([O-])=O.[Ag+]>[CH:2]([C:3]1[CH:16]=[CH:15][C:6]([C:7]([NH:9][CH2:10][Si:11]([CH3:14])([CH3:13])[CH3:12])=[O:8])=[CH:5][C:4]=1[C:17]([F:20])([F:19])[F:18])=[O:24] |f:4.5|. Procedure details: 4-(dibromomethyl)-3-(trifluoromethyl)-N-[(trimethylsilyl)methyl]benzamide (22.0 g, 49.1 mmol) and AgNO3 (16.7 g, 98.3 mmol) in EtOH and H2O were refluxed for 2 hours, then diluted with t-BuOMe and washed with brine. Dried over MgSO4 and evaporation yielded the product (15.0 g, 100%).